This data is from the Open Reaction Database (ORD), a public repository of structured organic reaction records. The task is: describe an organic reaction: reactants, conditions, products, and yield Starting materials: CS(=O)(=O)O (methanesulfonic acid), CS(=O)(=O)O (Methanesulfonic acid), FC1=C(C=CC=C1F)[C@@H]1CC[C@H](C=2N(C1)C(=CN2)C(C)(C)OC)NC(OC(C)(C)C)=O (tert-butyl [(6S,9R)-6-(2,3-difluorophenyl)-3-(1-methoxy-1-methylethyl)-6,7,8,9-tetrahydro-5H-imidazo[1,2-a]azepin-9-yl]carbamate), [N-]=[N+]=[N-].[Na+] (sodium azide). Run in C(Cl)(Cl)Cl (chloroform). Run at time 1 hour. The product is N(=[N+]=[N-])C(C)(C)C1=CN=C2N1C[C@@H](CC[C@H]2N)C2=C(C(=CC=C2)F)F ((6S,9R)-3-(1-Azido-1-methylethyl)-6-(2,3-difluorophenyl)-6,7,8,9-tetrahydro-5H-imidazo[1,2-a]azepin-9-amine). Yield: 95.4%. Reaction SMILES: CS(O)(=O)=O.[F:6][C:7]1[C:12]([F:13])=[CH:11][CH:10]=[CH:9][C:8]=1[C@H:14]1[CH2:20][N:19]2[C:21]([C:24](OC)([CH3:26])[CH3:25])=[CH:22][N:23]=[C:18]2[C@H:17]([NH:29]C(=O)OC(C)(C)C)[CH2:16][CH2:15]1.[N-:37]=[N+:38]=[N-:39].[Na+]>C(Cl)(Cl)Cl>[N:37]([C:24]([C:21]1[N:19]2[CH2:20][C@H:14]([C:8]3[CH:9]=[CH:10][CH:11]=[C:12]([F:13])[C:7]=3[F:6])[CH2:15][CH2:16][C@@H:17]([NH2:29])[C:18]2=[N:23][CH:22]=1)([CH3:25])[CH3:26])=[N+:38]=[N-:39] |f:2.3|. Reported procedure: Methanesulfonic acid (0.30 mL, 4.63 mmol) was added to a solution of tert-butyl [(6S,9R)-6-(2,3-difluorophenyl)-3-(1-methoxy-1-methylethyl)-6,7,8,9-tetrahydro-5H-imidazo[1,2-a]azepin-9-yl]carbamate (50 mg, 0.115 mmol) and sodium azide (170 mg, 2.62 mmol) in chloroform (10 mL). After 1 h, additional methanesulfonic acid (0.95 mL, 14.65 mmol) was added. After 16 h, the reaction mixture was concentrated. Purification by reverse phase HPLC (100% water→100% acetonitrile with 0.1% trifluoroacetic acid... Starting materials: CC1=C(C=C(C(=O)OC)C=C1[N+](=O)[O-])[N+](=O)[O-] (methyl 4-methyl-3,5-dinitrobenzoate), COC(N(C)C)OC (N,N-dimethylformamide dimethylacetal). Solvent: CN(C)C=O (DMF). Reaction conditions: temperature 45 celsius, time 30 minute. The product is CCOCC.CCCC(C)C (Et2O iso-hexane), CN(/C=C/C1=C(C=C(C(=O)OC)C=C1[N+](=O)[O-])[N+](=O)[O-])C (Methyl 4-[(E)-2-(dimethylamino)ethenyl]-3,5-dinitrobenzoate). Isolated yield 81.0%. As a reaction SMILES: [CH3:1][C:2]1[C:11]([N+:12]([O-:14])=[O:13])=[CH:10][C:5]([C:6]([O:8][CH3:9])=[O:7])=[CH:4][C:3]=1[N+:15]([O-:17])=[O:16].[CH3:18]O[CH:20](OC)[N:21]([CH3:23])[CH3:22]>CN(C=O)C>[CH3:18][CH2:9][O:8][CH2:6][CH3:5].[CH3:5][CH2:4][CH2:3][CH:2]([CH3:11])[CH3:1].[CH3:20][N:21]([CH3:23])/[CH:22]=[CH:1]/[C:2]1[C:11]([N+:12]([O-:14])=[O:13])=[CH:10][C:5]([C:6]([O:8][CH3:9])=[O:7])=[CH:4][C:3]=1[N+:15]([O-:17])=[O:16] |f:3.4|. Reported procedure: To a solution of methyl 4-methyl-3,5-dinitrobenzoate (D162) (20 g, 83.3 mmol, 1 equiv) in DMF (30 ml) was added N,N-dimethylformamide dimethylacetal (35 ml, excess) and the resulting solution was stirred at 45° C. for 30 min then cooled to room temperature and concentrated in vacuo. Trituration of the residue with Et2O/iso-hexane gave methyl 4-[(E)-2-(dimethylamino)ethenyl]-3,5-dinitrobenzoate (D200) (20 g, 81%) as a dark red solid which was used in the next step without further purification. Starting materials: CS(=O)(=O)Cl (methanesulfonyl chloride), COC=1C=C(C(=O)N2CC(CC2)(CCO)C2=CC=NC=C2)C=C(C1OC)OC (1-(3,4,5-trimethoxybenzoyl)-3-(pyrid-4-yl)-3-(2-hydroxyethyl)pyrrolidine), C(C)(C)N(C(C)C)CC (N,N-diisopropylethylamine), C(C)(C)N(C(C)C)CC (N,N-diisopropylethylamine), CS(=O)(=O)Cl (methanesulfonyl chloride). Run in ClCCl (dichloromethane), ClCCl (dichloromethane). Run at time 1 hour. The product is COC=1C=C(C(=O)N2CC(CC2)(CCOS(=O)(=O)C)C2=CC=NC=C2)C=C(C1OC)OC (1-(3,4,5-trimethoxybenzoyl)-3-(pyrid-4-yl)-3-(2-methanesulfonyloxyethyl)pyrrolidine). RXN SMILES: [CH3:1][O:2][C:3]1[CH:4]=[C:5]([CH:22]=[C:23]([O:27][CH3:28])[C:24]=1[O:25][CH3:26])[C:6]([N:8]1[CH2:12][CH2:11][C:10]([C:16]2[CH:21]=[CH:20][N:19]=[CH:18][CH:17]=2)([CH2:13][CH2:14][OH:15])[CH2:9]1)=[O:7].C(N(CC)C(C)C)(C)C.[CH3:38][S:39](Cl)(=[O:41])=[O:40]>ClCCl>[CH3:1][O:2][C:3]1[CH:4]=[C:5]([CH:22]=[C:23]([O:27][CH3:28])[C:24]=1[O:25][CH3:26])[C:6]([N:8]1[CH2:12][CH2:11][C:10]([C:16]2[CH:17]=[CH:18][N:19]=[CH:20][CH:21]=2)([CH2:13][CH2:14][O:15][S:39]([CH3:38])(=[O:41])=[O:40])[CH2:9]1)=[O:7]. Reported procedure: Combine 1-(3,4,5-trimethoxybenzoyl)-3-(pyrid-4-yl)-3-(2-hydroxyethyl)pyrrolidine (0.32 g, 0.83 mmol) and N,N-diisopropylethylamine (0.46 mL, 2.64 mmol) in dichloromethane (50 mL). Cool in an ice bath. Add dropwise methanesulfonyl chloride (0.096 mL, 1.24 mmol). After 1 hour, warm to ambient temperature. Again cool in an ice bath and add N,N-diisopropylethylamine (0.23 mL, 1.32 mmol) followed by methanesulfonyl chloride (0.096 ml, 1.24 mmol). After 1 hour, dilute the reaction mixture with dichlor... Starting materials: N1C(=CC2=CC=CC=C12)C(=O)O (indole-2-carboxylic acid), ON1N=NC2=C1C=CC=C2 (N-hydroxybenzotriazole), C1(CCCCC1)N=C=NC1CCCCC1 (N,N'-dicyclohexylcarbodiimide), NC1C(N(C2=C(C=N1)C=CC=C2)CCOC2OCCCC2)=O (amino-1-{2-((RS)-2-tetrahydropyranyloxy)ethyl}-2H-1,4- benzodiazepine-2-one), C1(=CC=CC=C1)C1=NC(C(N(C2=C1C=CC=C2)CCOC2OCCCC2)=O)N ((3RS)-1,3-dihydro-5-phenyl-3-amino-1-{2-((SR) -2-tetrahydropyranyloxy)ethyl}-2H-1,4-benzodiazepine-2-one). Run in C(Cl)(Cl)Cl (chloroform). Yields the product N1C(=CC2=CC=CC=C12)C(=O)NC1C(N(C2=C(C(=N1)C1=CC=CC=C1)C=CC=C2)CCOC2OCCCC2)=O ((3RS)-1,3-dihydro-3-(2-indolylcarbonylamino) -5-phenyl-1-{2-((RS)-2-tetrahydropyranyloxy)ethyl}-2H-1,4-benzodiazepine-2-one). As a reaction SMILES: [NH:1]1[C:9]2[C:4](=[CH:5][CH:6]=[CH:7][CH:8]=2)[CH:3]=[C:2]1[C:10]([OH:12])=O.ON1C2C=CC=CC=2N=N1.C1(N=C=NC2CCCCC2)CCCCC1.NC1N=CC2C=CC=CC=2N(CCOC2CCCCO2)C1=O.[C:60]1([C:66]2[C:72]3[CH:73]=[CH:74][CH:75]=[CH:76][C:71]=3[N:70]([CH2:77][CH2:78][O:79][CH:80]3[CH2:85][CH2:84][CH2:83][CH2:82][O:81]3)[C:69](=[O:86])[CH:68]([NH2:87])[N:67]=2)[CH:65]=[CH:64][CH:63]=[CH:62][CH:61]=1>C(Cl)(Cl)Cl>[NH:1]1[C:9]2[C:4](=[CH:5][CH:6]=[CH:7][CH:8]=2)[CH:3]=[C:2]1[C:10]([NH:87][CH:68]1[N:67]=[C:66]([C:60]2[CH:61]=[CH:62][CH:63]=[CH:64][CH:65]=2)[C:72]2[CH:73]=[CH:74][CH:75]=[CH:76][C:71]=2[N:70]([CH2:77][CH2:78][O:79][CH:80]2[CH2:85][CH2:84][CH2:83][CH2:82][O:81]2)[C:69]1=[O:86])=[O:12]. Procedure: To a mixture of indole-2-carboxylic acid (0.19 g), N-hydroxybenzotriazole (0.16 g) and N,N'-dicyclohexylcarbodiimide (0.24 g) in chloroform (10 ml) was added amino-1-{2-((RS)-2-tetrahydropyranyloxy)ethyl}-2H-1,4- benzodiazepine-2-one and (3RS)-1,3-dihydro-5-phenyl-3-amino-1-{2-((SR) -2-tetrahydropyranyloxy)ethyl}-2H-1,4-benzodiazepine-2-one at ambient temperature under stirring. The mixture was stirred for 2 hours under the same conditions. The resultant precipitate was filtered off. The combine... Solvent: C1(=CC=CC=C1)C (toluene). Conditions: temperature 120 celsius. Reported procedure: A mixture of 3,5-dibromopyridine (2.121 g, 8.95 mmol), BINAP (0.279 g, 0.448 mmol), Pd2(dba)3 (0.137 g, 0.149 mmol) and sodium tert-butoxide (1.434 g, 14.92 mmol) in toluene (50 mL) was added morpholine (0.65 mL, 7.46 mmol). The mixture was then heated at 120° C. for ca. 5 h. After cooling to RT, the reaction mixture was filtered through celite and the filtrate was concentrated. The residue was purified by normal phase chromatography, eluting with a gradient of 0-50% ethyl acetate in DCM, to giv... Reactants: BrC=1C=NC=C(C1)Br (3,5-dibromopyridine), CC(C)([O-])C.[Na+] (sodium tert-butoxide), N1CCOCC1 (morpholine). Isolated yield 89.3%. RXN SMILES: Br[C:2]1[CH:3]=[N:4][CH:5]=[C:6]([Br:8])[CH:7]=1.CC(C)([O-])C.[Na+].[NH:15]1[CH2:20][CH2:19][O:18][CH2:17][CH2:16]1>C1(C)C=CC=CC=1.C1C=CC(/C=C/C(/C=C/C2C=CC=CC=2)=O)=CC=1.C1C=CC(/C=C/C(/C=C/C2C=CC=CC=2)=O)=CC=1.C1C=CC(/C=C/C(/C=C/C2C=CC=CC=2)=O)=CC=1.[Pd].[Pd].C1C=CC(P(C2C(C3C(P(C4C=CC=CC=4)C4C=CC=CC=4)=CC=C4C=3C=CC=C4)=C3C(C=CC=C3)=CC=2)C2C=CC=CC=2)=CC=1>[Br:8][C:6]1[CH:7]=[C:2]([N:15]2[CH2:20][CH2:19][O:18][CH2:17][CH2:16]2)[CH:3]=[N:4][CH:5]=1 |f:1.2,5.6.7.8.9|. The reagents and catalysts are C=1C=CC(=CC1)/C=C/C(=O)/C=C/C2=CC=CC=C2.C=1C=CC(=CC1)/C=C/C(=O)/C=C/C2=CC=CC=C2.C=1C=CC(=CC1)/C=C/C(=O)/C=C/C2=CC=CC=C2.[Pd].[Pd] (Pd2(dba)3), C=1C=CC(=CC1)P(C=2C=CC=CC2)C3=CC=C4C=CC=CC4=C3C5=C6C=CC=CC6=CC=C5P(C=7C=CC=CC7)C=8C=CC=CC8 (BINAP). Product: BrC=1C=C(C=NC1)N1CCOCC1 (4-(5-Bromo-3-pyridinyl)morpholine). The reactants are COC1=CC=C(OC2=NC=C(C=C2)C(F)(F)F)C=C1 (2-p-methoxyphenoxy-5-trifluoromethylpyridine), Cl.N1=CC=CC=C1 (pyridine hydrochloride), hydroxy. Solvent: O (water), Cl (hydrochloric acid). Product: OC1=CC=C(OC2=NC=C(C=C2)C(F)(F)F)C=C1 (2-p-hydroxyphenoxy-5-trifluoromethylpyridine). As a reaction SMILES: C[O:2][C:3]1[CH:19]=[CH:18][C:6]([O:7][C:8]2[CH:13]=[CH:12][C:11]([C:14]([F:17])([F:16])[F:15])=[CH:10][N:9]=2)=[CH:5][CH:4]=1.Cl.N1C=CC=CC=1>O.Cl>[OH:2][C:3]1[CH:19]=[CH:18][C:6]([O:7][C:8]2[CH:13]=[CH:12][C:11]([C:14]([F:17])([F:15])[F:16])=[CH:10][N:9]=2)=[CH:5][CH:4]=1 |f:1.2|. Procedure details: The product from (c) (1.7 g) and excess of pyridine hydrochloride were heated together for 8 hours at 180° C. The mixture was cooled, diluted with water and 2-molar hydrochloric acid, and extracted with ether. The extracts were dried and evaporated to yield an oil identified as the required hydroxy compound.